This data is from the Open Reaction Database (ORD), a public repository of structured organic reaction records. The task is: describe an organic reaction: reactants, conditions, products, and yield Solvent: CN(C=O)C (N,N-dimethylformamide). The yield is 62.0%. Starting materials: COC=1C=C2C(=CC=NC2=CC1O)OC=1C(=NC(=C(C1)C)C)C1=NC(=CC=C1)C (6-Methoxy-4-(5,6,6′-trimethyl-[2,2′]bipyridin-3-yloxy)-quinolin-7-ol), COC=1C=C2C(=CC=NC2=CC1O)OC=1C(=NC(=C(C1)C)C)C1=NC(=CC=C1)C (6-Methoxy-4-(5,6,6′-trimethyl-[2,2′]bipyridin-3-yloxy)-quinolin-7-ol), C([O-])([O-])=O.[K+].[K+] (Potassium carbonate), BrCCCO (3-bromo-1-propanol). Yields the product COC=1C=C2C(=CC=NC2=CC1OCCCO)OC=1C(=NC(=C(C1)C)C)C1=NC(=CC=C1)C (3-[6-Methoxy-4-(5,6,6′-trimethyl-[2,2′]bipyridin-3-yloxy)-quinolin-7-yloxy]-propan-1-ol). RXN SMILES: [CH3:1][O:2][C:3]1[CH:4]=[C:5]2[C:10](=[CH:11][C:12]=1[OH:13])[N:9]=[CH:8][CH:7]=[C:6]2[O:14][C:15]1[C:16]([C:23]2[CH:28]=[CH:27][CH:26]=[C:25]([CH3:29])[N:24]=2)=[N:17][C:18]([CH3:22])=[C:19]([CH3:21])[CH:20]=1.C(=O)([O-])[O-].[K+].[K+].Br[CH2:37][CH2:38][CH2:39][OH:40]>CN(C)C=O>[CH3:1][O:2][C:3]1[CH:4]=[C:5]2[C:10](=[CH:11][C:12]=1[O:13][CH2:37][CH2:38][CH2:39][OH:40])[N:9]=[CH:8][CH:7]=[C:6]2[O:14][C:15]1[C:16]([C:23]2[CH:28]=[CH:27][CH:26]=[C:25]([CH3:29])[N:24]=2)=[N:17][C:18]([CH3:22])=[C:19]([CH3:21])[CH:20]=1 |f:1.2.3|. Procedure details: 6-Methoxy-4-(5,6,6′-trimethyl-[2,2′]bipyridin-3-yloxy)-quinolin-7-ol (compound 443) (50 mg) was dissolved in N,N-dimethylformamide (2 ml) to prepare a solution. Potassium carbonate (54 mg) and 3-bromo-1-propanol (0.03 ml) were added to the solution, and the mixture was stirred at room temperature overnight. The solvent was removed by distillation under the reduced pressure. Water was then added to the residue, and the mixture was extracted with chloroform. The chloroform layer was washed with sa... Conditions: time 8 hour. The reactants are C(C)(C)(C)OC(=O)NC1=C(C(=O)O)C=CC=C1OC(F)(F)F (2-tert-butoxycarbonylamino-3-trifluoromethoxy-benzoic acid). Run in C(=O)(C(F)(F)F)O.C(Cl)Cl (TFA methylene chloride). The product is NC1=C(C(=O)O)C=CC=C1OC(F)(F)F (2-amino-3-trifluoromethoxy-benzoic acid). Isolated yield 70.5%. As a reaction SMILES: C(OC([NH:8][C:9]1[C:17]([O:18][C:19]([F:22])([F:21])[F:20])=[CH:16][CH:15]=[CH:14][C:10]=1[C:11]([OH:13])=[O:12])=O)(C)(C)C>C(O)(C(F)(F)F)=O.C(Cl)Cl>[NH2:8][C:9]1[C:17]([O:18][C:19]([F:20])([F:21])[F:22])=[CH:16][CH:15]=[CH:14][C:10]=1[C:11]([OH:13])=[O:12] |f:1.2|. Procedure details: A solution of 2-tert-butoxycarbonylamino-3-trifluoromethoxy-benzoic acid (0.8 g, 2.5 mmol) in 30% v/v TFA/methylene chloride (50 mL) was stirred at room temperature for 1 h. Concentration of the mixture gave 2-amino-3-trifluoromethoxy-benzoic acid (0.39 g, 71%): 1H NMR (300 MHz, CDCl3) δ 7.88 (d, 1H), 7.34 (d, 1H), 6.63 (t, 1H), 6.04 (br, 2H). Reactants: C(=O)NC=1SC=C(N1)C(C(=O)NC1[C@@H]2N(C(=C(CS2)O)C(=O)OCC2=CC=C(C=C2)[N+](=O)[O-])C1=O)=O (4-nitrobenzyl 7-[2-(2-formamidothiazol-4-yl)glyoxyloylamino]-3-hydroxy-3-cephem-4-carboxylate), Cl (hydrochloric acid). The solvent is CO (methanol). Yields the product Cl.NC=1SC=C(N1)C(C(=O)NC1[C@@H]2N(C(=C(CS2)O)C(=O)OCC2=CC=C(C=C2)[N+](=O)[O-])C1=O)=O (4-nitrobenzyl 7-[2-(2-aminothiazol-4-yl)glyoxyloylamino]-3-hydroxy-3-cephem-4-carboxylate hydrochloride). Isolated yield 84.4%. RXN SMILES: C([NH:3][C:4]1[S:5][CH:6]=[C:7]([C:9](=[O:36])[C:10]([NH:12][CH:13]2[C:34](=[O:35])[N:15]3[C:16]([C:21]([O:23][CH2:24][C:25]4[CH:30]=[CH:29][C:28]([N+:31]([O-:33])=[O:32])=[CH:27][CH:26]=4)=[O:22])=[C:17]([OH:20])[CH2:18][S:19][C@H:14]23)=[O:11])[N:8]=1)=O.[ClH:37]>CO>[ClH:37].[NH2:3][C:4]1[S:5][CH:6]=[C:7]([C:9](=[O:36])[C:10]([NH:12][CH:13]2[C:34](=[O:35])[N:15]3[C:16]([C:21]([O:23][CH2:24][C:25]4[CH:26]=[CH:27][C:28]([N+:31]([O-:33])=[O:32])=[CH:29][CH:30]=4)=[O:22])=[C:17]([OH:20])[CH2:18][S:19][C@H:14]23)=[O:11])[N:8]=1 |f:3.4|. Procedure: A mixture of 4-nitrobenzyl 7-[2-(2-formamidothiazol-4-yl)glyoxyloylamino]-3-hydroxy-3-cephem-4-carboxylate (0.7 g) and conc.hydrochloric acid (0.23 g) in methanol (10 ml) was stirred at room temperature for 3 hours. The solvent was evaporated in vacuo and the residue was triturated with diisopropyl ether. The precipitates were collected by filtration and washed with diisopropyl ether to give 4-nitrobenzyl 7-[2-(2-aminothiazol-4-yl)glyoxyloylamino]-3-hydroxy-3-cephem-4-carboxylate hydrochloride (... Starting materials: C1CCOC1 (THF), O (water), OOS(=O)[O-].[K+] (OXONE), BrC=1C=C(C=CC1SC)C1=C(C(C(O1)(C)C)=O)C1=CC=CC=C1 (5-{3-bromo-4-(methylthio)phenyl}-2,2-dimethyl-4-phenyl-3(2H)-furanone). Run in CO (methanol). Run at time 15 hour. The product is BrC=1C=C(C=CC1S(=O)(=O)C)C1=C(C(C(O1)(C)C)=O)C1=CC=CC=C1 (5-{3-bromo-4-(methylsulfonyl)phenyl}-2,2-dimethyl-4-phenyl-3(2H)-furanone). Reaction SMILES: [Br:1][C:2]1[CH:3]=[C:4]([C:10]2[O:14][C:13]([CH3:16])([CH3:15])[C:12](=[O:17])[C:11]=2[C:18]2[CH:23]=[CH:22][CH:21]=[CH:20][CH:19]=2)[CH:5]=[CH:6][C:7]=1SC.[CH2:24]1COCC1.O.O[O:31][S:32]([O-:34])=O.[K+]>CO>[Br:1][C:2]1[CH:3]=[C:4]([C:10]2[O:14][C:13]([CH3:16])([CH3:15])[C:12](=[O:17])[C:11]=2[C:18]2[CH:23]=[CH:22][CH:21]=[CH:20][CH:19]=2)[CH:5]=[CH:6][C:7]=1[S:32]([CH3:24])(=[O:34])=[O:31] |f:3.4|. Procedure: 350 mg of 5-{3-bromo-4-(methylthio)phenyl}-2,2-dimethyl-4-phenyl-3(2H)-furanone (Example 336), dissolved in 50 ml methanol, 50 ml THF and 50 ml water, was reacted with 1.5 g of OXONE by stirring at room temperature for 15 hours. Then the solvent was removed in vacuo and the resulting residue was extracted with 50 ml water and dichloromethane (30 ml×3). The organic layer was concentrated under reduced pressure and was purified by column chromatography (hexane/ethylacetate=3:2) to yield 173 mg of ... Reactants: CC(=O)O, ClCCl, COc1cc(C=Cc2ccc(C)c([N+](=O)[O-])c2)cc(OC)c1OC, [Zn]. Yields the product COc1cc(C=Cc2ccc(C)c(N)c2)cc(OC)c1OC. RXN SMILES: [CH3:25][C:26](=[O:27])[OH:28].[Cl:29][CH2:30][Cl:31].[N+:1]([O-:2])(=[O:3])[c:4]1[cH:5][c:6]([CH:11]=[CH:12][c:13]2[cH:14][c:15]([O:23][CH3:24])[c:16]([O:21][CH3:22])[c:17]([O:19][CH3:20])[cH:18]2)[cH:7][cH:8][c:9]1[CH3:10].[Zn:32]>>[NH2:1][c:4]1[cH:5][c:6]([CH:11]=[CH:12][c:13]2[cH:14][c:15]([O:23][CH3:24])[c:16]([O:21][CH3:22])[c:17]([O:19][CH3:20])[cH:18]2)[cH:7][cH:8][c:9]1[CH3:10]. The reactants are OCCN1CCNCC1 (1-(2-hydroxyethyl)piperazine), aqueous solution, Cl.C(C)N(CCCl)CC (2-(diethylamino)ethyl chloride hydrochloride), [OH-].[Na+] (NaOH). The solvent is O (water). Reaction conditions: time 18 hour. Yields the product Cl.Cl.Cl.C(C)N(CCN1CCN(CC1)CCO)CC (4-(2-Diethylaminoethyl)-1-(2-hydroxyethyl)piperazine trihydrochloride). Isolated yield 51.0%. RXN SMILES: [OH:1][CH2:2][CH2:3][N:4]1[CH2:9][CH2:8][NH:7][CH2:6][CH2:5]1.[ClH:10].[CH2:11]([N:13]([CH2:17][CH3:18])[CH2:14][CH2:15][Cl:16])[CH3:12].[OH-].[Na+]>O>[ClH:16].[ClH:10].[ClH:16].[CH2:11]([N:13]([CH2:17][CH3:18])[CH2:14][CH2:15][N:7]1[CH2:8][CH2:9][N:4]([CH2:3][CH2:2][OH:1])[CH2:5][CH2:6]1)[CH3:12] |f:1.2,3.4,6.7.8.9|. Reported procedure: To a stirred solution of 76.0 g (0.58 mol) of 1-(2-hydroxyethyl)piperazine in 200 ml of water was added dropwise 201.0 g (0.58 mol) of a 50% aqueous solution of 2-(diethylamino)ethyl chloride hydrochloride. The pH was maintained at 10 by addition of 25% NaOH while the solution was stirred for 18 hours. Water was removed to give a thick oil which was extracted with ethanol. The ethanolic solution was filtered, then the ethanol was removed. The resulting liquid was distilled to give 67.7 g (51%) (... The reactants are OC1=CC=C2C(C=C(OC2=C1)C(=O)OCC)=O (ethyl 7-hydroxychromone-2-carboxylate), ClCC1CO1 (1-chloro-2,3-epoxypropane), N1CCCCC1 (piperidine). Run at time 1 hour. Yields the product ClCC(COC1=CC=C2C(C=C(OC2=C1)C(=O)OCC)=O)O (ethyl 7-(3-chloro-2-hydroxypropoxy)chromone-2-carboxylate). Reaction SMILES: [OH:1][C:2]1[CH:11]=[C:10]2[C:5]([C:6](=[O:17])[CH:7]=[C:8]([C:12]([O:14][CH2:15][CH3:16])=[O:13])[O:9]2)=[CH:4][CH:3]=1.N1CCCCC1.[Cl:24][CH2:25][CH:26]1[O:28][CH2:27]1>>[Cl:24][CH2:25][CH:26]([OH:28])[CH2:27][O:1][C:2]1[CH:11]=[C:10]2[C:5]([C:6](=[O:17])[CH:7]=[C:8]([C:12]([O:14][CH2:15][CH3:16])=[O:13])[O:9]2)=[CH:4][CH:3]=1. Procedure details: A mixture of 4.7 g of ethyl 7-hydroxychromone-2-carboxylate and 20 ml of 1-chloro-2,3-epoxypropane is heated at an external temperature of 100° C. for 8 hours in the presence of 0.2 ml of piperidine. The mixture is evaporated under reduced pressure and the residue is taken up with 15 ml of ethyl acetate. After filtration, the solution is evaporated under reduced pressure, the residue is taken up with 30 ml of chloroform and 10 ml of N hydrochloric acid, concentrated and stirred for one hour. The...